The task is: describe an organic reaction: reactants, conditions, products, and yield. This data is from the Open Reaction Database (ORD), a public repository of structured organic reaction records. The reactants are CC=1SC(=C(N1)C)C(C(C)C)O (1-(2,4-dimethylthiazol-5-yl)-2-methylpropan-1-ol), Intermediate 4, CC(=O)OI1(C=2C=CC=CC2C(=O)O1)(OC(=O)C)OC(=O)C (Dess-Martin reagent). Solvent: C(Cl)Cl (DCM), C(Cl)Cl (DCM). Run at temperature 0 celsius, time 5 minute. The product is CC=1SC(=C(N1)C)C(C(C)C)=O (1-(2,4-dimethylthiazol-5-yl)-2-methylpropan-1-one). As a reaction SMILES: CC(OI1(OC(C)=O)(OC(C)=O)OC(=O)C2C=CC=CC1=2)=O.[CH3:23][C:24]1[S:25][C:26]([CH:30]([OH:34])[CH:31]([CH3:33])[CH3:32])=[C:27]([CH3:29])[N:28]=1>C(Cl)Cl>[CH3:23][C:24]1[S:25][C:26]([C:30](=[O:34])[CH:31]([CH3:32])[CH3:33])=[C:27]([CH3:29])[N:28]=1. Procedure: A flask containing Dess-Martin reagent (2.5 g, 5.89 mmol) in DCM (50 mL) was cooled to 0° C. and then a solution of 1-(2,4-dimethylthiazol-5-yl)-2-methylpropan-1-ol (830 mg, 4.48 mmol, Intermediate 4: step a) in DCM (10 mL) was added. After 5 minutes, the ice bath was removed and the reaction mixture was allowed to stir at room temperature for 45 minutes. The mixture was quenched with saturated aqueous NaHCO3 and 1 N aqueous NaOH (2 mL) and the aqueous portion (pH˜9) was extracted with DCM (3×75... Starting materials: ClC1=C(C=CC=C1)C(N1C2CC(CC1CC2)(O)C2=NC=CC=C2CO[Si](C)(C)C(C)(C)C)C2=C(C=CC=C2)Cl (8-[Bis(2-chlorophenyl)methyl]-3-(3-(t-butyldimethylsiloxymethyl)-2-pyridinyl)-8-azabicyclo -[3.2.1]octan-3-ol), [F-].C(CCC)[N+](CCCC)(CCCC)CCCC (tetrabutylamonium fluoride). The product is NCC=1C(=NC=CC1)C1(CC2CCC(C1)N2C(C2=C(C=CC=C2)Cl)C2=C(C=CC=C2)Cl)O (3-[3-(Aminomethyl)-2-pyridinyl]-8-[Bis(2-chlorophenyl)methyl]-8-azabicyclo[3.2.1]octan-3-ol). RXN SMILES: [Cl:1][C:2]1[CH:7]=[CH:6][CH:5]=[CH:4][C:3]=1[CH:8]([C:33]1[CH:38]=[CH:37][CH:36]=[CH:35][C:34]=1[Cl:39])[N:9]1[CH:14]2[CH2:15][CH2:16][CH:10]1[CH2:11][C:12]([C:18]1[C:23]([CH2:24]O[Si](C(C)(C)C)(C)C)=[CH:22][CH:21]=[CH:20][N:19]=1)([OH:17])[CH2:13]2.[F-].C([N+:45](CCCC)(CCCC)CCCC)CCC>>[NH2:45][CH2:24][C:23]1[C:18]([C:12]2([OH:17])[CH2:11][CH:10]3[N:9]([CH:8]([C:33]4[CH:38]=[CH:37][CH:36]=[CH:35][C:34]=4[Cl:39])[C:3]4[CH:4]=[CH:5][CH:6]=[CH:7][C:2]=4[Cl:1])[CH:14]([CH2:15][CH2:16]3)[CH2:13]2)=[N:19][CH:20]=[CH:21][CH:22]=1 |f:1.2|. Procedure details: Follow the procedure of Step 4 of Example 15, using the product from Step 3 (12.3 g, 21.1 mmol) and tetrabutylamonium fluoride (11 g, 42.2 mmol) to give the desired compound. Reactants: CCCCc1ccc(CN(CCCCCCOS(C)(=O)=O)C(=O)Nc2c(Cl)cc(Cl)cc2Cl)cc1, CS(C)=O, [Cl-], [K+]. The product is CCCCc1ccc(CN(CCCCCCCl)C(=O)Nc2c(Cl)cc(Cl)cc2Cl)cc1. As a reaction SMILES: [CH2:1]([CH2:2][CH2:3][CH3:4])[c:5]1[cH:6][cH:7][c:8]([CH2:11][N:12]([C:13](=[O:14])[NH:15][c:16]2[c:17]([Cl:24])[cH:18][c:19]([Cl:23])[cH:20][c:21]2[Cl:22])[CH2:25][CH2:26][CH2:27][CH2:28][CH2:29][CH2:30][O:31][S:32]([CH3:33])(=[O:34])=[O:35])[cH:9][cH:10]1.[CH3:38][S:39](=[O:40])[CH3:41].[Cl-:36].[K+:37]>>[CH2:1]([CH2:2][CH2:3][CH3:4])[c:5]1[cH:6][cH:7][c:8]([CH2:11][N:12]([C:13](=[O:14])[NH:15][c:16]2[c:17]([Cl:24])[cH:18][c:19]([Cl:23])[cH:20][c:21]2[Cl:22])[CH2:25][CH2:26][CH2:27][CH2:28][CH2:29][CH2:30][Cl:36])[cH:9][cH:10]1. Reactants: BrCc1ccccc1, CN(C)C=O, [H-], [Na+], O, Oc1cccnc1Cn1ccnc1. Product: c1ccc(COc2cccnc2Cn2ccnc2)cc1. As a reaction SMILES: [Br:16][CH2:17][c:18]1[cH:19][cH:20][cH:21][cH:22][cH:23]1.[CH3:25][N:26]([CH3:27])[CH:28]=[O:29].[H-:14].[Na+:15].[OH2:24].[n:1]1([CH2:6][c:7]2[n:8][cH:9][cH:10][cH:11][c:12]2[OH:13])[cH:2][n:3][cH:4][cH:5]1>>[n:1]1([CH2:6][c:7]2[n:8][cH:9][cH:10][cH:11][c:12]2[O:13][CH2:17][c:18]2[cH:19][cH:20][cH:21][cH:22][cH:23]2)[cH:2][n:3][cH:4][cH:5]1.